From a dataset of the Open Reaction Database (ORD), a public repository of structured organic reaction records. describe an organic reaction: reactants, conditions, products, and yield The reactants are CCN(C(C)C)C(C)C (DIPEA), C1(=CC=CC=C1)C1=CC(=NN1)C(=O)NCC(=O)O ([(5-phenyl-1H-pyrazole-3-carbonyl)-amino]-acetic acid), CCN=C=NCCCN(C)C.Cl (EDCI.HCl), Cl.ClC=1C=NC=C(C1)OC1CCNCC1 (3-chloro-5-(piperidin-4-yloxy)-pyridine hydrochloride), C=1C=CC2=C(C1)N=NN2O (HOBt), Intermediate 15. The solvent is CN(C)C=O (DMF), O (water). Reaction conditions: time 8 hour. The product is ClC=1C=C(C=NC1)OC1CCN(CC1)C(CNC(=O)C1=NNC(=C1)C1=CC=CC=C1)=O (5-phenyl-1H-pyrazole-3-carboxylic acid {2-[4-(5-chloro-pyridin-3-yloxy)-piperidin-1-yl]-2-oxo-ethyl}-amide). Isolated yield 12.7%. RXN SMILES: CCN(C(C)C)C(C)C.[C:10]1([C:16]2[NH:20][N:19]=[C:18]([C:21]([NH:23][CH2:24][C:25]([OH:27])=O)=[O:22])[CH:17]=2)[CH:15]=[CH:14][CH:13]=[CH:12][CH:11]=1.C1C=CC2N(O)N=NC=2C=1.CCN=C=NCCCN(C)C.Cl.Cl.[Cl:51][C:52]1[CH:53]=[N:54][CH:55]=[C:56]([O:58][CH:59]2[CH2:64][CH2:63][NH:62][CH2:61][CH2:60]2)[CH:57]=1>CN(C=O)C.O>[Cl:51][C:52]1[CH:57]=[C:56]([O:58][CH:59]2[CH2:64][CH2:63][N:62]([C:25](=[O:27])[CH2:24][NH:23][C:21]([C:18]3[CH:17]=[C:16]([C:10]4[CH:11]=[CH:12][CH:13]=[CH:14][CH:15]=4)[NH:20][N:19]=3)=[O:22])[CH2:61][CH2:60]2)[CH:55]=[N:54][CH:53]=1 |f:3.4,5.6|. Procedure details: DIPEA (387 mg, 3.0 mmol) was added a stirred solution of [(5-phenyl-1H-pyrazole-3-carbonyl)-amino]-acetic acid (247 mg, 1.0 mmol) in DMF (2 mL) followed by HOBt (162 mg, 1.2 mmol) and EDCI.HCl (229 mg, 1.2 mmol). After 2 minutes 3-chloro-5-(piperidin-4-yloxy)-pyridine hydrochloride (prepared according to the method used for the synthesis of Intermediate 15) was added to the reaction mixture and stirring was continued at ambient temperature overnight. The reaction mixture was diluted with cold wa... RXN SMILES: [CH3:1][c:2]1[c:3]([Br:11])[cH:4][c:5]([C:7](=[O:8])[O:9][CH3:10])[s:6]1.[NH2:12][c:13]1[cH:14][cH:15][cH:16][cH:17][cH:18]1>>[CH3:1][c:2]1[c:3]([NH:12][c:13]2[cH:14][cH:15][cH:16][cH:17][cH:18]2)[cH:4][c:5]([C:7](=[O:8])[O:9][CH3:10])[s:6]1. The reactants are COC(=O)c1cc(Br)c(C)s1, Nc1ccccc1. The product is COC(=O)c1cc(Nc2ccccc2)c(C)s1. The reactants are COC1=CC=C(C=C1)C(CN1C(C2=CC=CC=C2C1=O)=O)=O (2-[2-(4-Methoxyphenyl)-2-oxoethyl]isoindole-1,3-dione), C(CO)O (ethylene glycol), C1(=CC=C(C=C1)S(=O)(=O)O)C (p-Toluenesulfonic acid). Solvent: C1(=CC=CC=C1)C (toluene). Yields the product COC1=CC=C(C=C1)C1(OCCO1)CN1C(C2=CC=CC=C2C1=O)=O (2-[2-(4-Methoxyphenyl)-[1,3]dioxolan-2-ylmethyl]isoindole-1,3-dione). Reaction SMILES: [CH3:1][O:2][C:3]1[CH:8]=[CH:7][C:6]([C:9](=[O:22])[CH2:10][N:11]2[C:19](=[O:20])[C:18]3[C:13](=[CH:14][CH:15]=[CH:16][CH:17]=3)[C:12]2=[O:21])=[CH:5][CH:4]=1.[CH2:23](O)[CH2:24][OH:25].C1(C)C=CC(S(O)(=O)=O)=CC=1>C1(C)C=CC=CC=1>[CH3:1][O:2][C:3]1[CH:4]=[CH:5][C:6]([C:9]2([CH2:10][N:11]3[C:19](=[O:20])[C:18]4[C:13](=[CH:14][CH:15]=[CH:16][CH:17]=4)[C:12]3=[O:21])[O:25][CH2:24][CH2:23][O:22]2)=[CH:7][CH:8]=1. Procedure details: 2-[2-(4-Methoxyphenyl)-2-oxoethyl]isoindole-1,3-dione (Preparation 37, 6.35 g, 21.5 mmol) was suspended in toluene (50 mL) and ethylene glycol (12 mL) added. p-Toluenesulfonic acid (300 mg, 1.58 mmol) was added and the resulting mixture heated under reflux for 40 h, removing water with a Dean-Stark trap. The reaction mixture was allowed to cool to rt then partitioned between ethyl acetate (200 mL) and saturated aqueous sodium bicarbonate solution (100 mL). The organic layer was washed with brine... Starting materials: C(C)S (ethanethiol), ClC=1C(=NC=CC1)C#N (3-chloropyridine-2-carbonitrile), CN(C)C=O (DMF), [H-].[Na+] (sodium hydride). Run in O (water). Run at time 1 hour. Yields the product C(C)SC=1C(=NC=CC1)C#N (3-ethylsulfanylpyridine-2-carbonitrile). RXN SMILES: [CH2:1]([SH:3])[CH3:2].Cl[C:5]1[C:6]([C:11]#[N:12])=[N:7][CH:8]=[CH:9][CH:10]=1.CN(C=O)C.[H-].[Na+]>O>[CH2:1]([S:3][C:5]1[C:6]([C:11]#[N:12])=[N:7][CH:8]=[CH:9][CH:10]=1)[CH3:2] |f:3.4|. Procedure: 0.9 mL of ethanethiol was added to a mixture of 1.39 g of 3-chloropyridine-2-carbonitrile and 10 mL of DMF, 0.52 g of 60% sodium hydride (oil-based) was added to the reaction mixture under ice cooling, and then the mixture was stirred at room temperature for 1 hour. The reaction mixture was poured to water, and the mixture was extracted with ethyl acetate. The organic layer was dried over anhydrous sodium sulfate and then concentrated under reduced pressure, and the resulting residue was applied...